Dataset: the Open Reaction Database (ORD), a public repository of structured organic reaction records. Task: describe an organic reaction: reactants, conditions, products, and yield Starting materials: N1=C(C=CC=C1)C1=NOC(=C1)C1N(CCC1)C1=NC(=CC(=N1)NC1=NNC(=C1)C)C(=O)O (2-{2-[3-(pyrid-2-yl)isoxazol-5-yl]pyrrolidin-1-yl}-4-(5-methyl-1H-pyrazol-3-ylamino)pyrimidin-6-yl carboxylic acid), S(O)(O)(=O)=O (sulphuric acid), CO (methanol). The product is COC(=O)C1=CC(=NC(=N1)N1C(CCC1)C1=CC(=NO1)C1=NC=CC=C1)NC1=NNC(=C1)C (6-Methoxycarbonyl-2-{2-[3-(pyrid-2-yl)isoxazol-5-yl]pyrrolidin-1-yl}-4-(5-methyl-1H-pyrazol-3-ylamino)pyrimidine). Yield: 51.0%. RXN SMILES: [N:1]1[CH:6]=[CH:5][CH:4]=[CH:3][C:2]=1[C:7]1[CH:11]=[C:10]([CH:12]2[CH2:16][CH2:15][CH2:14][N:13]2[C:17]2[N:22]=[C:21]([NH:23][C:24]3[CH:28]=[C:27]([CH3:29])[NH:26][N:25]=3)[CH:20]=[C:19]([C:30]([OH:32])=[O:31])[N:18]=2)[O:9][N:8]=1.S(=O)(=O)(O)O.[CH3:38]O>>[CH3:38][O:31][C:30]([C:19]1[N:18]=[C:17]([N:13]2[CH2:14][CH2:15][CH2:16][CH:12]2[C:10]2[O:9][N:8]=[C:7]([C:2]3[CH:3]=[CH:4][CH:5]=[CH:6][N:1]=3)[CH:11]=2)[N:22]=[C:21]([NH:23][C:24]2[CH:28]=[C:27]([CH3:29])[NH:26][N:25]=2)[CH:20]=1)=[O:32]. Procedure details: A mixture of 2-{2-[3-(pyrid-2-yl)isoxazol-5-yl]pyrrolidin-1-yl}-4-(5-methyl-1H-pyrazol-3-ylamino)pyrimidin-6-yl carboxylic acid (Method 43) (1.73 g, 4.0 mmol), methanol (300 ml) and 98% sulphuric acid (1 ml) was heated at reflux for 18 hours. The volatiles were removed by evaporation, the residue dissolved in water and the pH of the resulting solution adjusted to pH 12 with 10M sodium hydroxide. The aqueous solution was extracted with DCM and purified by chromatography on silica gel, eluting wit...